From a dataset of the Open Reaction Database (ORD), a public repository of structured organic reaction records. describe an organic reaction: reactants, conditions, products, and yield The reactants are C(#N)C1=CC=C(C=C1)CC(=O)O (p-cyanophenylacetic acid), C1(=C(C=CC=C1)N)N (o-phenylenediamine), polyphosphoric acid ester, C(O)([O-])=O.[Na+] (sodium hydrogen carbonate), diamine. Solvent: O (water). Yields the product C(#N)C1=CC=C(CC=2NC3=C(N2)C=CC=C3)C=C1 (2-(p-cyanobenzyl)benzimidazole). Isolated yield 60.6%. As a reaction SMILES: [C:1]1([NH2:8])[CH:6]=[CH:5][CH:4]=[CH:3][C:2]=1[NH2:7].[C:9]([C:11]1[CH:16]=[CH:15][C:14]([CH2:17][C:18](O)=O)=[CH:13][CH:12]=1)#[N:10].C(=O)([O-])O.[Na+]>O>[C:9]([C:11]1[CH:16]=[CH:15][C:14]([CH2:17][C:18]2[NH:7][C:2]3[CH:3]=[CH:4][CH:5]=[CH:6][C:1]=3[N:8]=2)=[CH:13][CH:12]=1)#[N:10] |f:2.3|. Procedure details: A mixture of 30 g (0.277 mol) of o-phenylenediamine and 150 g of polyphosphoric acid ester (ppE) is heated to 120°. When the diamine has dissolved, 33 g (0.205 mol) of p-cyanophenylacetic acid are added thereto in one portion and the mixture is heated to 120° for a further 20 minuIes. After cooling to room temperature the viscous mass is treated with about 1 l of water and made weakly basic with solid sodium hydrogen carbonate. The mixture is extracted with methylene chloride and the extract is ... The reactants are C(C)N1N=CC(=C1O)C(C1=C(C(=C(C=C1)S(=O)(=O)C)F)Cl)=O (1-ethyl-4-(2-chloro-3-fluoro-4-methylsulfonylbenzoyl)-5-hydroxypyrazole), CC1=NNC(=C1)C (3,5-Dimethylpyrazole), oil, [H-].[Na+] (sodium hydride). Run in CN(C=O)C (dimethylformamide). Reaction conditions: temperature 50 celsius, time 8 hour. The product is C(C)N1N=CC(=C1O)C(C1=C(C(=C(C=C1)S(=O)(=O)C)N1N=C(C=C1C)C)Cl)=O (1-Ethyl-4-(2-chloro-3-(3,5-dimethylpyrazol-1-yl)-4-methylsulfonylbenzoyl)-5-hydroxypyrazole). Reaction SMILES: [CH3:1][C:2]1[CH:6]=[C:5]([CH3:7])[NH:4][N:3]=1.[H-].[Na+].[CH2:10]([N:12]1[C:16]([OH:17])=[C:15]([C:18](=[O:31])[C:19]2[CH:24]=[CH:23][C:22]([S:25]([CH3:28])(=[O:27])=[O:26])=[C:21](F)[C:20]=2[Cl:30])[CH:14]=[N:13]1)[CH3:11]>CN(C)C=O>[CH2:10]([N:12]1[C:16]([OH:17])=[C:15]([C:18](=[O:31])[C:19]2[CH:24]=[CH:23][C:22]([S:25]([CH3:28])(=[O:27])=[O:26])=[C:21]([N:3]3[C:2]([CH3:1])=[CH:6][C:5]([CH3:7])=[N:4]3)[C:20]=2[Cl:30])[CH:14]=[N:13]1)[CH3:11] |f:1.2|. Procedure: 3,5-Dimethylpyrazole (215 mg, 2.23 mmol) was added to a suspension of 150 mg (3.75 mmol) of 60 percent oil dispersed sodium hydride in 6 mL of dry dimethylformamide. After gas evolution had subsided, 500 mg (1.45 mmol) of 1-ethyl-4-(2-chloro-3-fluoro-4-methylsulfonylbenzoyl)-5-hydroxypyrazole was added and the mixture was stirred at 50° C. overnight. The reaction mixture was concentrated by evaporation under reduced pressure and partitioned between dichloromethane and 1N aqueous hydrochloric aci... Reaction SMILES: [CH3:13][NH:14][NH2:15].[CH3:16][CH2:17][OH:18].[CH3:1][C:2](=[O:3])[c:4]1[cH:5][c:6]([N:10]=[C:11]=[S:12])[cH:7][cH:8][cH:9]1>>[CH3:1][C:2](=[O:3])[c:4]1[cH:5][c:6]([NH:10][C:11](=[S:12])[N:14]([CH3:13])[NH2:15])[cH:7][cH:8][cH:9]1. Starting materials: CNN, CCO, CC(=O)c1cccc(N=C=S)c1. Product: CC(=O)c1cccc(NC(=S)N(C)N)c1. Reactants: BrCc1ccccc1, COC(=O)c1ccc(O)c(C(=O)Nc2cc(C(F)(F)F)cc(C(F)(F)F)c2)c1, CCCCCC, CN(C)C=O, [H-], [Na+], O. Product: COC(=O)c1ccc(OCc2ccccc2)c(C(=O)Nc2cc(C(F)(F)F)cc(C(F)(F)F)c2)c1. Reaction SMILES: [Br:31][CH2:32][c:33]1[cH:34][cH:35][cH:36][cH:37][cH:38]1.[CH3:3][O:4][C:5]([c:6]1[cH:7][c:8]([C:9](=[O:10])[NH:11][c:12]2[cH:13][c:14]([C:22]([F:23])([F:24])[F:25])[cH:15][c:16]([C:18]([F:19])([F:20])[F:21])[cH:17]2)[c:26]([OH:29])[cH:27][cH:28]1)=[O:30].[CH3:40][CH2:41][CH2:42][CH2:43][CH2:44][CH3:45].[CH3:46][N:47]([CH3:48])[CH:49]=[O:50].[H-:1].[Na+:2].[OH2:39]>>[CH3:3][O:4][C:5]([c:6]1[cH:7][c:8]([C:9](=[O:10])[NH:11][c:12]2[cH:13][c:14]([C:22]([F:23])([F:24])[F:25])[cH:15][c:16]([C:18]([F:19])([F:20])[F:21])[cH:17]2)[c:26]([O:29][CH2:32][c:33]2[cH:34][cH:35][cH:36][cH:37][cH:38]2)[cH:27][cH:28]1)=[O:30]. The reactants are [Cl-].[NH4+] (ammonium chloride), BrC1=CC=C(C=C1)CCCC(CCCC1=CC=C(C=C1)Br)O[Si](C1=CC=CC=C1)(C1=CC=CC=C1)C(C)(C)C (1,7-bis(4-bromophenyl)-4-(tert-butyldiphenylsiloxy)heptane), C(CCC)[Li] (n-butyllithium), O1CCCC1 (tetrahydrofuran), CC(=O)C (acetone). Run in C(C)(=O)OCC (ethyl acetate), CCCCCC (hexane). Yields the product OC(C)(C)C1=CC=C(C=C1)CCCC(CCCC1=CC=C(C=C1)C(C)(C)O)O[Si](C1=CC=CC=C1)(C1=CC=CC=C1)C(C)(C)C (1,7-bis[4-(α-hydroxyisopropyl)phenyl]-4-(tert-butyldiphenylsiloxy)heptane). Reaction SMILES: Br[C:2]1[CH:7]=[CH:6][C:5]([CH2:8][CH2:9][CH2:10][CH:11]([O:22][Si:23]([C:36]([CH3:39])([CH3:38])[CH3:37])([C:30]2[CH:35]=[CH:34][CH:33]=[CH:32][CH:31]=2)[C:24]2[CH:29]=[CH:28][CH:27]=[CH:26][CH:25]=2)[CH2:12][CH2:13][CH2:14][C:15]2[CH:20]=[CH:19][C:18](Br)=[CH:17][CH:16]=2)=[CH:4][CH:3]=1.C([Li])[CH2:41][CH2:42][CH3:43].[CH3:45][C:46]([CH3:48])=[O:47].[Cl-].[NH4+].[O:51]1CCCC1>C(OCC)(=O)C.CCCCCC>[OH:51][C:42]([C:2]1[CH:3]=[CH:4][C:5]([CH2:8][CH2:9][CH2:10][CH:11]([O:22][Si:23]([C:36]([CH3:38])([CH3:39])[CH3:37])([C:30]2[CH:31]=[CH:32][CH:33]=[CH:34][CH:35]=2)[C:24]2[CH:29]=[CH:28][CH:27]=[CH:26][CH:25]=2)[CH2:12][CH2:13][CH2:14][C:15]2[CH:20]=[CH:19][C:18]([C:46]([OH:47])([CH3:48])[CH3:45])=[CH:17][CH:16]=2)=[CH:6][CH:7]=1)([CH3:43])[CH3:41] |f:3.4|. Procedure details: Further, to a solution of 1.05 g (1.58 mmol) of 1,7-bis(4-bromophenyl)-4-(tert-butyldiphenylsiloxy)heptane in dry tetrahydrofuran (50 ml) was added a 1.60M hexane solution of n-butyllithium (2.15 ml, 3.44 mmol) in the atmosphere of argon, and the mixture was allowed to react at -78° C. for 30 min. To the solution was added 1.20 ml (16.3 mmol) of acetone, and the mixture was reacted at -78° C. for 10 min. followed by addition of a saturated aqueous solution of ammonium chloride and extraction wit...